This data is from the Open Reaction Database (ORD), a public repository of structured organic reaction records. The task is: describe an organic reaction: reactants, conditions, products, and yield Reactants: CC1=NC=CC(=C1)NC(=O)C1=NC(=CN=C1Br)C (3-bromo-6-methyl-pyrazine-2-carboxylic acid (2-methyl-pyridin-4-yl)-amide), ClC=1C=C(C=NC1)N (5-chloropyridine-3-amine). Product: CC1=NC=CC(=C1)NC(=O)C1=NC(=CN=C1NC=1C=NC=C(C1)Cl)C (3-(5-Chloro-pyridin-3-ylamino)-6-methyl-pyrazine-2-carboxylic acid (2-methyl-pyridin-4-yl)-amide). Reaction SMILES: [CH3:1][C:2]1[CH:7]=[C:6]([NH:8][C:9]([C:11]2[C:16](Br)=[N:15][CH:14]=[C:13]([CH3:18])[N:12]=2)=[O:10])[CH:5]=[CH:4][N:3]=1.[Cl:19][C:20]1[CH:21]=[C:22]([NH2:26])[CH:23]=[N:24][CH:25]=1>>[CH3:1][C:2]1[CH:7]=[C:6]([NH:8][C:9]([C:11]2[C:16]([NH:26][C:22]3[CH:23]=[N:24][CH:25]=[C:20]([Cl:19])[CH:21]=3)=[N:15][CH:14]=[C:13]([CH3:18])[N:12]=2)=[O:10])[CH:5]=[CH:4][N:3]=1. Reported procedure: The title compound, MS: m/e=355.1 (M+H+), was prepared in accordance with the general method of example 4, step 2 from 3-bromo-6-methyl-pyrazine-2-carboxylic acid (2-methyl-pyridin-4-yl)-amide and 5-chloropyridine-3-amine. Reactants: O=C([O-])[O-], CCOC(=O)c1c(N)c2cnccc2n1C, Cc1ccccc1, Fc1cc(C2CC2)ccc1I, [Cs+], [Cs+], O=C(C=Cc1ccccc1)C=Cc1ccccc1, O=C(C=Cc1ccccc1)C=Cc1ccccc1, O=C(C=Cc1ccccc1)C=Cc1ccccc1, [Pd], [Pd]. Yields the product CCOC(=O)c1c(Nc2ccc(C3CC3)cc2F)c2cnccc2n1C. Reaction SMILES: [C:28](=[O:29])([O-:30])[O-:31].[CH2:1]([CH3:2])[O:3][C:4](=[O:5])[c:6]1[c:7]([NH2:16])[c:8]2[cH:9][n:10][cH:11][cH:12][c:13]2[n:14]1[CH3:15].[CH3:34][c:35]1[cH:36][cH:37][cH:38][cH:39][cH:40]1.[CH:17]1([c:20]2[cH:21][c:22]([F:27])[c:23]([I:26])[cH:24][cH:25]2)[CH2:18][CH2:19]1.[Cs+:32].[Cs+:33].[O:43]=[C:44]([CH:45]=[CH:46][c:47]1[cH:48][cH:49][cH:50][cH:51][cH:52]1)[CH:53]=[CH:54][c:55]1[cH:56][cH:57][cH:58][cH:59][cH:60]1.[O:61]=[C:62]([CH:63]=[CH:64][c:65]1[cH:66][cH:67][cH:68][cH:69][cH:70]1)[CH:71]=[CH:72][c:73]1[cH:74][cH:75][cH:76][cH:77][cH:78]1.[O:79]=[C:80]([CH:81]=[CH:82][c:83]1[cH:84][cH:85][cH:86][cH:87][cH:88]1)[CH:89]=[CH:90][c:91]1[cH:92][cH:93][cH:94][cH:95][cH:96]1.[Pd:41].[Pd:42]>>[CH2:1]([CH3:2])[O:3][C:4](=[O:5])[c:6]1[c:7]([NH:16][c:23]2[c:22]([F:27])[cH:21][c:20]([CH:17]3[CH2:18][CH2:19]3)[cH:25][cH:24]2)[c:8]2[cH:9][n:10][cH:11][cH:12][c:13]2[n:14]1[CH3:15]. The reactants are CC=1N=C(SC1C1=CSC(=C1)S(=O)(=O)N1CCN(CC1)C)NC(C)=O (N-(4-methyl-5-{5-[(4-methylpiperazin-1-yl)sulfonyl]-3-thienyl}-1,3-thiazol-2-yl)acetamide), CCO (EtOH). Solvent: Cl (hydrochloric acid). Conditions: temperature 90 celsius, time 8 hour. The product is CC=1N=C(SC1C1=CSC(=C1)S(=O)(=O)N1CCN(CC1)C)N (4-methyl-5-{5-[(4-methylpiperazin-1-yl)sulfonyl]-3-thienyl}-1,3-thiazol-2-amine). Isolated yield 124.0%. RXN SMILES: [CH3:1][C:2]1[N:3]=[C:4]([NH:22]C(=O)C)[S:5][C:6]=1[C:7]1[CH:11]=[C:10]([S:12]([N:15]2[CH2:20][CH2:19][N:18]([CH3:21])[CH2:17][CH2:16]2)(=[O:14])=[O:13])[S:9][CH:8]=1.CCO>Cl>[CH3:1][C:2]1[N:3]=[C:4]([NH2:22])[S:5][C:6]=1[C:7]1[CH:11]=[C:10]([S:12]([N:15]2[CH2:20][CH2:19][N:18]([CH3:21])[CH2:17][CH2:16]2)(=[O:14])=[O:13])[S:9][CH:8]=1. Procedure details: N-(4-methyl-5-{5-[(4-methylpiperazin-1-yl)sulfonyl]-3-thienyl}-1,3-thiazol-2-yl)acetamide (34) (978.5 mg; 2.44 mmol; 1 eq) is dissolved in hydrochloric acid 1.25 M in EtOH (39.09 ml; 1.25 M; 48.9 mmol; 20 eq). The mixture is stirred overnight at 90° C. It is cooled down to RT, filtrated, affording Compound (43) as a white solid (1084.3 mg; 91%). The reactants are CO (Methanol), COC1=C(C=C(C=C1)OC)SC1=NC=CC=C1C(=O)NCC12CC3CC(CC(C1)C3)C2 (2-(2,5-Dimethoxyphenylthio)-N-(tricyclo[3.3.1.13,7]dec-1-ylmethyl)-3-pyridine carboxamide), B(Br)(Br)Br (boron tribromide), solution. Solvent: ClCCl (dichloromethane), ClCCl (dichloromethane). Conditions: time 24 hour. The product is OC1=C(C=C(C=C1)O)SC1=NC=CC=C1C(=O)NCC12CC3CC(CC(C1)C3)C2 (2-(2,5-Dihydroxyphenylthio)-N-(tricyclo[3.3.1.13,7]dec-1-ylmethyl)-3-pyridine carboxamide). The yield is 42.7%. Reaction SMILES: C[O:2][C:3]1[CH:8]=[CH:7][C:6]([O:9]C)=[CH:5][C:4]=1[S:11][C:12]1[C:17]([C:18]([NH:20][CH2:21][C:22]23[CH2:31][CH:26]4[CH2:27][CH:28]([CH2:30][CH:24]([CH2:25]4)[CH2:23]2)[CH2:29]3)=[O:19])=[CH:16][CH:15]=[CH:14][N:13]=1.B(Br)(Br)Br.CO>ClCCl>[OH:2][C:3]1[CH:8]=[CH:7][C:6]([OH:9])=[CH:5][C:4]=1[S:11][C:12]1[C:17]([C:18]([NH:20][CH2:21][C:22]23[CH2:31][CH:26]4[CH2:27][CH:28]([CH2:30][CH:24]([CH2:25]4)[CH2:23]2)[CH2:29]3)=[O:19])=[CH:16][CH:15]=[CH:14][N:13]=1. Procedure details: To a solution of the dimethoxy compound from Example 37 (1.0 g) in dichloromethane (20 ml) at −78° C., was added boron tribromide (5.5 ml of a 1M solution in dichloromethane. The reaction mixture was stirred for 24 hours, warming to ambient temperature. Methanol (5 ml) was added and the solvent was removed under reduced pressure and the residue purified by silica gel chromatography eluting with dichloromethane, ethyl acetate, acetic acid (4:1:0.1). The fractions containing product were combined ... Reaction SMILES: [N:1]1[C:10]2[C:5](=[CH:6][C:7]([CH:11]=O)=[CH:8][CH:9]=2)[CH:4]=[CH:3][CH:2]=1.[S:13]1[CH2:19][C:17](=[O:18])[NH:16][C:14]1=[S:15]>>[N:1]1[C:10]2[C:5](=[CH:6][C:7]([CH:11]=[C:19]3[S:13][C:14](=[S:15])[NH:16][C:17]3=[O:18])=[CH:8][CH:9]=2)[CH:4]=[CH:3][CH:2]=1. Procedure details: Following the general method as outlined in Example 1, starting from quinoline-6-carbaldehyde (intermediate 5) and rhodanine, the title compound was obtained. Reactants: N1=CC=CC2=CC(=CC=C12)C=O (quinoline-6-carbaldehyde), N1=CC=CC2=CC(=CC=C12)C=O (quinoline-6-carbaldehyde), S1C(=S)NC(=O)C1 (rhodanine). The product is N1=CC=CC2=CC(=CC=C12)C=C1C(NC(S1)=S)=O (5-Quinolin-6-ylmethylene-2-thioxo-thiazolidin-4-one). The reactants are NC=1C=C(OC=2C=CC=3N(N2)C=C(N3)NC(=O)C3CC3)C=CC1F (N-[6-(3-amino-4-fluorophenoxy)imidazo[1,2-b]pyridazin-2-yl]cyclopropanecarboxamide), S(=O)(Cl)Cl (thionyl chloride), CN1N=CC(=C1C(=O)O)C (1,4-dimethyl-1H-pyrazole-5-carboxylic acid), O1CCCC1 (tetrahydrofuran). The reagents and catalysts are CN(C=O)C (N,N-dimethylformamide). Solvent: CN(C(C)=O)C (N,N-dimethylacetamide). Product: C1(CC1)C(=O)NC=1N=C2N(N=C(C=C2)OC=2C=CC(=C(C2)NC(=O)C2=C(C=NN2C)C)F)C1 (N-[5-({2-[(cyclopropylcarbonyl)amino]imidazo[1,2-b]pyridazin-6-yl}oxy)-2-fluorophenyl]-1,4-dimethyl-1H-pyrazole-5-carboxamide). Yield: 66.8%. RXN SMILES: [NH2:1][C:2]1[CH:3]=[C:4]([CH:21]=[CH:22][C:23]=1[F:24])[O:5][C:6]1[CH:7]=[CH:8][C:9]2[N:10]([CH:12]=[C:13]([NH:15][C:16]([CH:18]3[CH2:20][CH2:19]3)=[O:17])[N:14]=2)[N:11]=1.[CH3:25][N:26]1[C:30]([C:31](O)=[O:32])=[C:29]([CH3:34])[CH:28]=[N:27]1.O1CCCC1.S(Cl)(Cl)=O>CN(C)C=O.CN(C)C(=O)C>[CH:18]1([C:16]([NH:15][C:13]2[N:14]=[C:9]3[CH:8]=[CH:7][C:6]([O:5][C:4]4[CH:21]=[CH:22][C:23]([F:24])=[C:2]([NH:1][C:31]([C:30]5[N:26]([CH3:25])[N:27]=[CH:28][C:29]=5[CH3:34])=[O:32])[CH:3]=4)=[N:11][N:10]3[CH:12]=2)=[O:17])[CH2:20][CH2:19]1. Procedure details: Using N-[6-(3-amino-4-fluorophenoxy)imidazo[1,2-b]pyridazin-2-yl]cyclopropanecarboxamide (327 mg, 1.0 mmol), 1,4-dimethyl-1H-pyrazole-5-carboxylic acid (154 mg, 1.1 mmol), tetrahydrofuran (2.0 mL), N,N-dimethylformamide (1 drop), thionyl chloride (0.08 mL, 1.1 mmol) and N,N-dimethylacetamide (6.0 mL), and by a reaction in the same manner as in Example 203, the title compound (300 mg, 67%) was obtained as pale-yellow crystals.